This data is from the Open Reaction Database (ORD), a public repository of structured organic reaction records. The task is: describe an organic reaction: reactants, conditions, products, and yield Starting materials: ClC1=CC(=CC(=C1)C(=C)C(F)(F)F)Cl (1,3-dichloro-5-(1-trifluoromethyl-vinyl)-benzene), C(C1=CC=CC=C1)N(C[Si](C)(C)C)COC (benzyl-methoxymethyl-trimethylsilanylmethyl-amine), C(=O)(C(F)(F)F)O (TFA). The solvent is C(Cl)Cl (DCM). Conditions: temperature 0 celsius, time 5 hour. Product: C(C1=CC=CC=C1)N1CC(CC1)(C(F)(F)F)C1=CC(=CC(=C1)Cl)Cl (1-benzyl-3-(3,5-dichloro-phenyl)-3-trifluoromethyl-pyrrolidine). Isolated yield 48.3%. Reaction SMILES: [Cl:1][C:2]1[CH:7]=[C:6]([C:8]([C:10]([F:13])([F:12])[F:11])=[CH2:9])[CH:5]=[C:4]([Cl:14])[CH:3]=1.[CH2:15]([N:22]([CH2:28]OC)[CH2:23][Si](C)(C)C)[C:16]1[CH:21]=[CH:20][CH:19]=[CH:18][CH:17]=1.C(O)(C(F)(F)F)=O>C(Cl)Cl>[CH2:15]([N:22]1[CH2:28][CH2:9][C:8]([C:6]2[CH:5]=[C:4]([Cl:14])[CH:3]=[C:2]([Cl:1])[CH:7]=2)([C:10]([F:11])([F:13])[F:12])[CH2:23]1)[C:16]1[CH:21]=[CH:20][CH:19]=[CH:18][CH:17]=1. Procedure: To a stirred solution of 1,3-dichloro-5-(1-trifluoromethyl-vinyl)-benzene (10 g, 41.49 mmol) in DCM (150 mL) was added benzyl-methoxymethyl-trimethylsilanylmethyl-amine (Preparation 29, 39.33 g, 165.97 mmol) at room temperature. Resulting reaction mixture was cooled to 0° C. and TFA (0.32 mL, 0.41) was added slowly and stirred at room temperature for 5 hours. After complete consumption of starting material, reaction mixture was basified by aqueous Na2CO3 and extracted with DCM (3×100 mL). Combin... Reactants: C1CCOC1, CC(C)=O, Cl, [Na+], O=C([O-])O, OCCC1CCC2(CC1)OCCO2. Yields the product O=C1CCC(CCO)CC1. RXN SMILES: [CH2:14]1[O:15][CH2:16][CH2:17][CH2:18]1.[CH3:25][C:26](=[O:27])[CH3:28].[ClH:19].[Na+:24].[O-:20][C:21]([OH:22])=[O:23].[O:1]1[CH2:4][CH2:3][O:2][C:5]12[CH2:6][CH2:7][CH:8]([CH2:11][CH2:12][OH:13])[CH2:9][CH2:10]2>>[O:1]=[C:5]1[CH2:6][CH2:7][CH:8]([CH2:11][CH2:12][OH:13])[CH2:9][CH2:10]1. The reactants are O=C(O)c1ccc(OCc2ccccc2)cc1, CCN=C=NCCCN(C)C, CO, CCCn1c(N)c(N)c(=O)n(CCC)c1=O. The product is CCCn1c(N)c(NC(=O)c2ccc(OCc3ccccc3)cc2)c(=O)n(CCC)c1=O. As a reaction SMILES: [CH2:1]([c:2]1[cH:3][cH:4][cH:5][cH:6][cH:7]1)[O:8][c:9]1[cH:10][cH:11][c:12]([C:13](=[O:14])[OH:15])[cH:16][cH:17]1.[CH3:34][CH2:35][N:36]=[C:37]=[N:38][CH2:39][CH2:40][CH2:41][N:42]([CH3:43])[CH3:44].[CH3:45][OH:46].[NH2:18][c:19]1[c:20](=[O:33])[n:21]([CH2:30][CH2:31][CH3:32])[c:22](=[O:29])[n:23]([CH2:26][CH2:27][CH3:28])[c:24]1[NH2:25]>>[CH2:1]([c:2]1[cH:3][cH:4][cH:5][cH:6][cH:7]1)[O:8][c:9]1[cH:10][cH:11][c:12]([C:13](=[O:15])[NH:18][c:19]2[c:20](=[O:33])[n:21]([CH2:30][CH2:31][CH3:32])[c:22](=[O:29])[n:23]([CH2:26][CH2:27][CH3:28])[c:24]2[NH2:25])[cH:16][cH:17]1. Reactants: O.[OH-].[Li+] (lithium hydroxide monohydrate), ClC1=C(C=CC(=C1)S(=O)(=O)C1=CC=C(C=C1)NC(C)=O)NC(C(C)(C)OC(C)=O)=O (N-[2-chloro-4-(4-acetamidophenylsulphonyl)phenyl]-2-acetoxy-2-methylpropanamide), C(C)(=O)OCC (Ethyl acetate), Cl (hydrochloric acid). Run in O (water), CO (methanol), O (Water). Run at time 2 hour. Yields the product ClC1=C(C=CC(=C1)S(=O)(=O)C1=CC=C(C=C1)NC(C)=O)NC(C(C)(C)O)=O (N-[2-Chloro-4-(4-acetamidophenylsulphonyl)phenyl]-2-hydroxy-2-methylpropanamide). Isolated yield 71.9%. As a reaction SMILES: O.[OH-].[Li+].[Cl:4][C:5]1[CH:10]=[C:9]([S:11]([C:14]2[CH:19]=[CH:18][C:17]([NH:20][C:21](=[O:23])[CH3:22])=[CH:16][CH:15]=2)(=[O:13])=[O:12])[CH:8]=[CH:7][C:6]=1[NH:24][C:25](=[O:33])[C:26]([O:29]C(=O)C)([CH3:28])[CH3:27].Cl.C(OCC)(=O)C>O.CO>[Cl:4][C:5]1[CH:10]=[C:9]([S:11]([C:14]2[CH:15]=[CH:16][C:17]([NH:20][C:21](=[O:23])[CH3:22])=[CH:18][CH:19]=2)(=[O:12])=[O:13])[CH:8]=[CH:7][C:6]=1[NH:24][C:25](=[O:33])[C:26]([OH:29])([CH3:27])[CH3:28] |f:0.1.2|. Procedure details: A solution of lithium hydroxide monohydrate (0.106 g) in water (1 ml) was added to a stirred solution of N-[2-chloro-4-(4-acetamidophenylsulphonyl)phenyl]-2-acetoxy-2-methylpropanamide (Method 16) (0.230 g) in methanol (2 ml) and the mixture was stirred at ambient temperature for 2 hours. Water (5 ml) was added and the solution was acidified to pH 2-3 with 1M hydrochloric acid. Ethyl acetate (20 ml) was added and the organic layer was washed with water (20 ml) and brine, then dried. Volatile mat... Starting materials: NC1=C(C=O)C=CC(=N1)C (2-amino-6-methylnicotinaldehyde), COC(C1=NC2=NC=CC=C2C=C1)OC (2-(dimethoxymethyl)-1,8-naphthyridine). The product is COC(C1=NC2=NC(=CC=C2C=C1)C)OC (2-(dimethoxymethyl)-7-methyl-1,8-naphthyridine). Reaction SMILES: [NH2:1][C:2]1[N:9]=[C:8]([CH3:10])[CH:7]=[CH:6][C:3]=1[CH:4]=O.[CH3:11][O:12][CH:13]([O:24][CH3:25])[C:14]1[CH:23]=CC2C(=NC=CC=2)N=1>>[CH3:11][O:12][CH:13]([O:24][CH3:25])[C:14]1[CH:23]=[CH:4][C:3]2[C:2](=[N:9][C:8]([CH3:10])=[CH:7][CH:6]=2)[N:1]=1. Reported procedure: From 2-amino-6-methylnicotinaldehyde, synthesized in an analogous manner to intermediate 5, the title compound was obtained as a white solid. (UPLC-MS 6) tR 0.62; ESI-MS 219.2 [M+H]+.